From a dataset of the Open Reaction Database (ORD), a public repository of structured organic reaction records. describe an organic reaction: reactants, conditions, products, and yield Reactants: COc1cccc(Nc2c(C(N)=O)cnc3c(C)cc(S(=O)(=O)c4cccc(C(=O)N(C)c5ccc(CCCCOCCCCCCBr)cc5)c4)cc23)c1, COc1cccc(Nc2c(C(N)=O)cnc3c(C)cc(S(=O)(=O)c4cccc(C(=O)Nc5cccc(C#CCCCNCC(O[Si](C)(C)C(C)(C)C)c6ccc(O)c7[nH]c(=O)ccc67)c5)c4)cc23)c1. Yields the product COc1cccc(Nc2c(C(N)=O)cnc3c(C)cc(S(=O)(=O)c4cccc(C(=O)N(C)c5ccc(CCCCOCCCCCCNCC(O[Si](C)(C)C(C)(C)C)c6ccc(O)c7[nH]c(=O)ccc67)cc5)c4)cc23)c1. Reaction SMILES: [Br:70][CH2:71][CH2:72][CH2:73][CH2:74][CH2:75][CH2:76][O:77][CH2:78][CH2:79][CH2:80][CH2:81][c:82]1[cH:83][cH:84][c:85]([N:88]([C:89](=[O:90])[c:91]2[cH:92][c:93]([S:97](=[O:98])(=[O:99])[c:100]3[cH:101][c:102]4[c:103]([NH:114][c:115]5[cH:116][c:117]([O:121][CH3:122])[cH:118][cH:119][cH:120]5)[c:104]([C:111](=[O:112])[NH2:113])[cH:105][n:106][c:107]4[c:108]([CH3:110])[cH:109]3)[cH:94][cH:95][cH:96]2)[CH3:123])[cH:86][cH:87]1.[C:1]([CH3:2])([CH3:3])([CH3:4])[Si:5]([O:6][CH:7]([CH2:8][NH:9][CH2:10][CH2:11][CH2:12][C:13]#[C:14][c:15]1[cH:16][c:17]([NH:18][C:19]([c:20]2[cH:21][c:22]([S:23]([c:24]3[cH:25][c:26]4[c:27]([c:28]([CH3:29])[cH:30]3)[n:31][cH:32][c:33]([C:34]([NH2:35])=[O:36])[c:37]4[NH:38][c:39]3[cH:40][cH:41][cH:42][c:43]([O:44][CH3:45])[cH:46]3)(=[O:47])=[O:48])[cH:49][cH:50][cH:51]2)=[O:52])[cH:53][cH:54][cH:55]1)[c:56]1[c:57]2[cH:58][cH:59][c:60](=[O:67])[nH:61][c:62]2[c:63]([OH:66])[cH:64][cH:65]1)([CH3:68])[CH3:69]>>[C:1]([CH3:2])([CH3:3])([CH3:4])[Si:5]([O:6][CH:7]([CH2:8][NH:9][CH2:71][CH2:72][CH2:73][CH2:74][CH2:75][CH2:76][O:77][CH2:78][CH2:79][CH2:80][CH2:81][c:82]1[cH:83][cH:84][c:85]([N:88]([C:89](=[O:90])[c:91]2[cH:92][c:93]([S:97](=[O:98])(=[O:99])[c:100]3[cH:101][c:102]4[c:103]([NH:114][c:115]5[cH:116][c:117]([O:121][CH3:122])[cH:118][cH:119][cH:120]5)[c:104]([C:111](=[O:112])[NH2:113])[cH:105][n:106][c:107]4[c:108]([CH3:110])[cH:109]3)[cH:94][cH:95][cH:96]2)[CH3:123])[cH:86][cH:87]1)[c:56]1[c:57]2[cH:58][cH:59][c:60](=[O:67])[nH:61][c:62]2[c:63]([OH:66])[cH:64][cH:65]1)([CH3:68])[CH3:69]. Reactants: C(C)(C)(C)OC(NCCC1CC(NC(C1)(C)C)(C)C)=O ([2-(2,2,6,6-Tetramethyl-piperidin-4-yl)-ethyl]-carbamic acid tert-butyl ester). Solvent: CO (MeOH). Run at time 1 hour. Yields the product CC1(NC(CC(C1)CCN)(C)C)C (2-(2,2,6,6-Tetramethyl-piperidin-4-yl)-ethylamine). Yield: 140.8%. RXN SMILES: C(OC(=O)[NH:7][CH2:8][CH2:9][CH:10]1[CH2:15][C:14]([CH3:17])([CH3:16])[NH:13][C:12]([CH3:19])([CH3:18])[CH2:11]1)(C)(C)C>CO>[CH3:18][C:12]1([CH3:19])[CH2:11][CH:10]([CH2:9][CH2:8][NH2:7])[CH2:15][C:14]([CH3:17])([CH3:16])[NH:13]1. Procedure: To 2-(2,2,6,6-tetramethylpiperidin-4-ylidene)-ethylamine (0.480 g, 2.63 mmol) in MeOH (5 mL) is added 10% Pd/C (48 mg) and 5 N HCl (2.63 mL, 13.2 mmol). At 50 psi hydrogen gas at 50° C. the reaction mixture is stirred for 18 hours. The reaction is filtered to remove the catalyst and resubjected to the reaction conditions using RhClPPh3 (0.26 mmol). Due to incomplete reaction the mixture is diluted with water, concentrated to remove any organic solvent, filtered to remove any solids, and then con... The reactants are CC(C)(C)OC(=O)NCc1ccc(C(=O)O)cc1, C1CCOC1, N#N, C1COCCO1, O. The product is CC(C)(C)OC(=O)NCc1ccc(CO)cc1. Reaction SMILES: [C:3]([CH3:4])([CH3:5])([CH3:6])[O:7][C:8](=[O:9])[NH:10][CH2:11][c:12]1[cH:13][cH:14][c:15]([C:16](=[O:17])[OH:18])[cH:19][cH:20]1.[CH2:22]1[O:23][CH2:24][CH2:25][CH2:26]1.[N:1]#[N:2].[O:27]1[CH2:28][CH2:29][O:30][CH2:31][CH2:32]1.[OH2:21]>>[C:3]([CH3:4])([CH3:5])([CH3:6])[O:7][C:8](=[O:9])[NH:10][CH2:11][c:12]1[cH:13][cH:14][c:15]([CH2:16][OH:17])[cH:19][cH:20]1. The reactants are COC1=CC=C2C(=N1)CC(N2)=O (5-methoxy-1,3-dihydro-pyrrolo[3,2-b]pyridin-2-one), CN(C)C=O (DMF), CI (MeI). Run at temperature 0 celsius, time 10 minute. Yields the product COC1=CC=C2C(=N1)C(C(N2C)=O)(C)C (5-methoxy-1,3,3-trimethyl-1,3-dihydro-pyrrolo[3,2-b]pyridin-2-one). As a reaction SMILES: [CH3:1][O:2][C:3]1[N:8]=[C:7]2[CH2:9][C:10](=O)NC2=[CH:5][CH:4]=1.[CH3:13]I.[CH3:15][N:16]([CH:18]=[O:19])[CH3:17]>>[CH3:1][O:2][C:3]1[N:8]=[C:7]2[C:9]([CH3:10])([CH3:13])[C:18](=[O:19])[N:16]([CH3:17])[C:15]2=[CH:5][CH:4]=1. Procedure details: A solution of 0.2 g (1.22 mmol) 5-methoxy-1,3-dihydro-pyrrolo[3,2-b]pyridin-2-one (J. Het. Chem. 1996, 33, 287–93) was dissolved in 10 ml of DMF and cooled to 0° C. under a nitrogen atmosphere in a flame dried round bottom flask. To this solution was added 4.02 ml (4.02 mmol) of a 1M solution of potassium t-butoxide in THF and the solution was stirred for 10 minutes. To this solution was added dropwise 0.3 ml (4.88 mmol) of MeI, and the reaction was stirred for 15 minutes at 0° C. The reaction w... Product: ClC=1C=CC2=C(CN([C@@H](CN2)CC2=CC=CC=C2)S(=O)(=O)C=C)C1 ((R)-7-Chloro-2,3,4,5-tetrahydro-4-(ethenylsulfonyl)-3-(phenylmethyl)-1H-1,4-benzodiazepine). Reactants: CCN(C(C)C)C(C)C (DIPEA), S(=O)(=O)(Cl)Cl (sulfonyl chloride), CCN(C(C)C)C(C)C (DIPEA), Cl.Cl.Cl.N1C=NC(=C1)CN1CC(N(CC2=C1C=CC(=C2)C=2C=NC=CC2)C(C(F)(F)F)=O)CC2=CC=CC=C2 (2,3,4,5-Tetrahydro-1-(1H-imidazol-4-ylmethyl)-3-(phenylmethyl)-7-(3-pyridinyl)-4-(trifluoroacetyl)-1H-1,4-benzodiazepine, trihydrochloride), 2-chlorosulfonyl chloride, C(#N)C=1C=CC2=C(CN([C@@H](CN2CC=2N=CN(C2)C(=O)OC(C)(C)C)CC2=CC=CC=C2)S(=O)(=O)C)C1 ((R)-7-cyano-2,3,4,5-tetrahydro-1-[(((1,1-dimethylethoxy)-carbonyl)-1H-imidazol-4-yl)methyl]-4-(methylsulfonyl)-3-(phenylmethyl)-1H-1,4-benzodiazepine). The solvent is C(Cl)Cl (methylene chloride), C(Cl)Cl (methylene chloride). Procedure: To a solution of 4.4g (16.1 mmol) of Compound B of Example 347 in 75 ml of methylene chloride, at -78° C. and under argon, was added dropwise approximately one-half of a solution of 2.5 ml (24.2 mmol) of 2-chlorosulfonyl chloride in 15 ml of methylene chloride. Then was added rapidly dropwise 5 ml of DIPEA, followed by the remaining sulfonyl chloride solution and an additional 2.4 ml of DIPEA (total 7.4 ml, 40.3 mmol). The resulting pale yellow solution was stirred at -78° C. for 0.5 hr, allowed... Conditions: temperature -78 celsius, time 0.5 hour. Reaction SMILES: [ClH:1].Cl.Cl.N1C=C(CN2C3C=CC(C4C=NC=CC=4)=CC=3CN(C(=O)C(F)(F)F)C(CC3C=CC=CC=3)C2)N=[CH:5]1.CCN(C(C)C)C(C)C.S(Cl)(Cl)(=O)=O.C([C:56]1[CH:57]=[CH:58][C:59]2[N:65](CC3N=CN(C(OC(C)(C)C)=O)C=3)[CH2:64][C@@H:63]([CH2:79][C:80]3[CH:85]=[CH:84][CH:83]=[CH:82][CH:81]=3)[N:62]([S:86]([CH3:89])(=[O:88])=[O:87])[CH2:61][C:60]=2[CH:90]=1)#N>C(Cl)Cl>[Cl:1][C:56]1[CH:57]=[CH:58][C:59]2[NH:65][CH2:64][C@@H:63]([CH2:79][C:80]3[CH:81]=[CH:82][CH:83]=[CH:84][CH:85]=3)[N:62]([S:86]([CH:89]=[CH2:5])(=[O:88])=[O:87])[CH2:61][C:60]=2[CH:90]=1 |f:0.1.2.3|. The reactants are COC(=O)Cn1c(Br)c(C2CCCCC2)c2ccc(C(=O)OC(C)(C)C)cc21, Cl, O. Yields the product CC(C)(C)OC(=O)c1ccc2c(C3CCCCC3)c(Br)n(CC(=O)O)c2c1. As a reaction SMILES: [Br:1][c:2]1[n:3]([CH2:24][C:25](=[O:26])[O:27][CH3:28])[c:4]2[cH:5][c:6]([C:17](=[O:18])[O:19][C:20]([CH3:21])([CH3:22])[CH3:23])[cH:7][cH:8][c:9]2[c:10]1[CH:11]1[CH2:12][CH2:13][CH2:14][CH2:15][CH2:16]1.[ClH:29].[OH2:30]>>[Br:1][c:2]1[n:3]([CH2:24][C:25](=[O:26])[OH:27])[c:4]2[cH:5][c:6]([C:17](=[O:18])[O:19][C:20]([CH3:21])([CH3:22])[CH3:23])[cH:7][cH:8][c:9]2[c:10]1[CH:11]1[CH2:12][CH2:13][CH2:14][CH2:15][CH2:16]1. Yield: 76.1%. Yields the product FC=1C=C(CN(C2=C(C=CC(=C2)OC)C2CC=3C=CC(=CC3CC2)O)C(C)C)C=CC1OCCN1CCCC1 (6-{2-{[3-Fluoro-4-(2-pyrrolidin-1-ylethoxy)benzyl]isopropylamino}-4-methoxyphenyl}-5,6,7,8-tetrahydronaphthalen-2-ol). Reactants: FC=1C=C(C(=O)N(C2=C(C=CC(=C2)OC)C2CC=3C=CC(=CC3CC2)OC(C(C)(C)C)=O)C(C)C)C=CC1O (pivalic acid 6-{2-[(3-fluoro-4-hydroxybenzoyl)isopropylamino]-4-methoxyphenyl}-5,6,7,8-tetrahydronaphthalen-2-yl ester), ClCC(=O)N1CCCC1 (2-chloro-1-pyrrolidin-1-ylethanone). Reaction SMILES: [F:1][C:2]1[CH:3]=[C:4]([CH:36]=[CH:37][C:38]=1[OH:39])[C:5]([N:7]([CH:33]([CH3:35])[CH3:34])[C:8]1[CH:13]=[C:12]([O:14][CH3:15])[CH:11]=[CH:10][C:9]=1[CH:16]1[CH2:25][CH2:24][C:23]2[CH:22]=[C:21]([O:26]C(=O)C(C)(C)C)[CH:20]=[CH:19][C:18]=2[CH2:17]1)=O.Cl[CH2:41][C:42]([N:44]1[CH2:48][CH2:47][CH2:46][CH2:45]1)=O>>[F:1][C:2]1[CH:3]=[C:4]([CH:36]=[CH:37][C:38]=1[O:39][CH2:41][CH2:42][N:44]1[CH2:48][CH2:47][CH2:46][CH2:45]1)[CH2:5][N:7]([CH:33]([CH3:35])[CH3:34])[C:8]1[CH:13]=[C:12]([O:14][CH3:15])[CH:11]=[CH:10][C:9]=1[CH:16]1[CH2:25][CH2:24][C:23]2[CH:22]=[C:21]([OH:26])[CH:20]=[CH:19][C:18]=2[CH2:17]1. Procedure: Synthesized from pivalic acid 6-{2-[(3-fluoro-4-hydroxybenzoyl)isopropylamino]-4-methoxyphenyl}-5,6,7,8-tetrahydronaphthalen-2-yl ester (25 mg) and 2-chloro-1-pyrrolidin-1-ylethanone (14 mg) according to an analogous synthetic method to Example 404 and purified by LC-MS, the title compound (19 mg) was obtained. Reactants: CC(=O)[O-], CCO, Cl, O=Cc1cccc2c(-c3ccccc3)c([N+](=O)[O-])oc12, NNC(N)=O, [Na+]. Product: NC(=O)NN=Cc1cccc2c(-c3ccccc3)c([N+](=O)[O-])oc12. RXN SMILES: [CH3:28][C:29](=[O:30])[O-:31].[CH3:32][CH2:33][OH:34].[ClH:21].[N+:1](=[O:2])([O-:3])[c:4]1[o:5][c:6]2[c:7]([c:8]1-[c:9]1[cH:10][cH:11][cH:12][cH:13][cH:14]1)[cH:15][cH:16][cH:17][c:18]2[CH:19]=[O:20].[NH2:22][NH:23][C:24](=[O:25])[NH2:26].[Na+:27]>>[N+:1](=[O:2])([O-:3])[c:4]1[o:5][c:6]2[c:7]([c:8]1-[c:9]1[cH:10][cH:11][cH:12][cH:13][cH:14]1)[cH:15][cH:16][cH:17][c:18]2[CH:19]=[N:22][NH:23][C:24](=[O:25])[NH2:26]. Starting materials: Cc1noc(C2(NC(=O)OC(C)(C)C)CC2)n1, C1COCCO1, Cl. Product: Cl, Cc1noc(C2(N)CC2)n1. As a reaction SMILES: [C:1]([O:2][C:3](=[O:4])[NH:7][C:8]1([c:11]2[n:12][c:13]([CH3:16])[n:14][o:15]2)[CH2:9][CH2:10]1)([CH3:5])([CH3:6])[CH3:17].[CH2:18]1[O:19][CH2:20][CH2:21][O:22][CH2:23]1.[ClH:24]>>[ClH:24].[NH2:7][C:8]1([c:11]2[n:12][c:13]([CH3:16])[n:14][o:15]2)[CH2:9][CH2:10]1. The reactants are ClCCl, OCCc1cccc(CO)c1Cl. Yields the product O=Cc1cccc(CCO)c1Cl. Reaction SMILES: [Cl:13][CH2:14][Cl:15].[Cl:1][c:2]1[c:3]([CH2:10][CH2:11][OH:12])[cH:4][cH:5][cH:6][c:7]1[CH2:8][OH:9]>>[Cl:1][c:2]1[c:3]([CH2:10][CH2:11][OH:12])[cH:4][cH:5][cH:6][c:7]1[CH:8]=[O:9].